This data is from the Open Reaction Database (ORD), a public repository of structured organic reaction records. The task is: describe an organic reaction: reactants, conditions, products, and yield Starting materials: C(=O)NC=1SC=C(N1)C(C(=O)O)=NOCCOC=O (2-(2-Formamidothiazol-4-yl)-2-(2-formyloxyethoxyimino)acetic acid), P(=O)(Cl)(Cl)Cl (phosphoryl chloride), NC1[C@@H]2N(C(=C(CS2)CSC2=NN=NN2C)C(=O)O)C1=O (7-amino-3-(1-methyl-1H-tetrazol-5-yl)thiomethyl-3-cephem-4-carboxylic acid), C[Si](C)(C)CC(=O)N (trimethylsilylacetamide). Solvent: C(C)(=O)OCC (ethyl acetate), CN(C=O)C (N,N-dimethylformamide). Yields the product C(=O)NC=1SC=C(N1)C(C(=O)NC1[C@@H]2N(C(=C(CS2)CSC2=NN=NN2C)C(=O)O)C1=O)=NOCCOC=O (7-[2-(2-formamidothiazol-4-yl)-2-(2-formyloxyethoxyimino)acetamido]-3-(1-methyl-1H-tetrazol-5-yl)thiomethyl-3-cephem-4-carboxylic acid). Isolated yield 34.9%. Reaction SMILES: [CH:1]([NH:3][C:4]1[S:5][CH:6]=[C:7]([C:9](=[N:13][O:14][CH2:15][CH2:16][O:17][CH:18]=[O:19])[C:10]([OH:12])=O)[N:8]=1)=[O:2].[NH2:20][CH:21]1[C:39](=[O:40])[N:23]2[C:24]([C:36]([OH:38])=[O:37])=[C:25]([CH2:28][S:29][C:30]3[N:34]([CH3:35])[N:33]=[N:32][N:31]=3)[CH2:26][S:27][C@H:22]12.C[Si](CC(N)=O)(C)C.P(Cl)(Cl)(Cl)=O>C(OCC)(=O)C.CN(C)C=O>[CH:1]([NH:3][C:4]1[S:5][CH:6]=[C:7]([C:9](=[N:13][O:14][CH2:15][CH2:16][O:17][CH:18]=[O:19])[C:10]([NH:20][CH:21]2[C:39](=[O:40])[N:23]3[C:24]([C:36]([OH:38])=[O:37])=[C:25]([CH2:28][S:29][C:30]4[N:34]([CH3:35])[N:33]=[N:32][N:31]=4)[CH2:26][S:27][C@H:22]23)=[O:12])[N:8]=1)=[O:2]. Procedure: 2-(2-Formamidothiazol-4-yl)-2-(2-formyloxyethoxyimino)acetic acid (syn isomer, 3.4 g.), 7-amino-3-(1-methyl-1H-tetrazol-5-yl)thiomethyl-3-cephem-4-carboxylic acid (4.3 g.), trimethylsilylacetamide (12.6 g.), dry N,N-dimethylformamide (1.0 g.), phosphoryl chloride (2.0 g.), ethyl acetate (139 ml.) PG,71 were treated in a similar manner to that of Example 11-(1) to give 7-[2-(2-formamidothiazol-4-yl)-2-(2-formyloxyethoxyimino)acetamido]-3-(1-methyl-1H-tetrazol-5-yl)thiomethyl-3-cephem-4-carboxylic... The reactants are FC(OC1=C(C(=C(C=C1)C1=C2CCC(C2=CC=C1)=O)O)OC)F (4-(4-(difluoromethoxy)-2-hydroxy-3-methoxyphenyl)-2,3-dihydro-1H-inden-1-one), C([O-])([O-])=O.[K+].[K+] (potassium carbonate), C(CC)Br (propyl bromide). Run in C(C)#N (acetonitrile). Conditions: temperature 80 celsius. Yields the product FC(OC1=C(C(=C(C=C1)C1=C2CCC(C2=CC=C1)=O)OCCC)OC)F (4-(4-Difluoromethoxy-3-methoxy-2-propoxy-phenyl)-indan-1-one). Isolated yield 33.1%. RXN SMILES: [F:1][CH:2]([F:23])[O:3][C:4]1[CH:9]=[CH:8][C:7]([C:10]2[CH:18]=[CH:17][CH:16]=[C:15]3[C:11]=2[CH2:12][CH2:13][C:14]3=[O:19])=[C:6]([OH:20])[C:5]=1[O:21][CH3:22].C(=O)([O-])[O-].[K+].[K+].[CH2:30](Br)[CH2:31][CH3:32]>C(#N)C>[F:1][CH:2]([F:23])[O:3][C:4]1[CH:9]=[CH:8][C:7]([C:10]2[CH:18]=[CH:17][CH:16]=[C:15]3[C:11]=2[CH2:12][CH2:13][C:14]3=[O:19])=[C:6]([O:20][CH2:30][CH2:31][CH3:32])[C:5]=1[O:21][CH3:22] |f:1.2.3|. Procedure: To a stirring solution of 4-(4-(difluoromethoxy)-2-hydroxy-3-methoxyphenyl)-2,3-dihydro-1H-inden-1-one (80 mg, 0.25 mmol) in acetonitrile (10 mL) was added potassium carbonate (104 mg, 0.75 mmol) and propyl bromide (92 mg, 0.75 mmol) and the resultant reaction mixture was heated to 80° C. for 3 h. The reaction mixture was cooled to RT, filtered through celite and the filtrate was concentrated under reduced pressure. The residue was purified by column chromatography (silica gel, 0-20% ethyl aceta... Conditions: time 1 hour. Run in C(C)(=O)OCC (ethyl acetate), CO (methanol). Reaction SMILES: C([S:4][C@@H:5]1[CH2:9][N:8]([C:10]([O:12][CH2:13][CH:14]=[CH2:15])=[O:11])[C@H:7]([CH2:16][O:17][CH2:18][CH2:19][NH:20][C:21]([NH2:23])=[O:22])[CH2:6]1)(=O)C.C[O-].[Na+].C(O)(=O)C>CO.C(OCC)(=O)C>[CH2:13]([O:12][C:10]([N:8]1[CH2:9][C@@H:5]([SH:4])[CH2:6][C@H:7]1[CH2:16][O:17][CH2:18][CH2:19][NH:20][C:21]([NH2:23])=[O:22])=[O:11])[CH:14]=[CH2:15] |f:1.2|. Yields the product C(C=C)OC(=O)N1[C@@H](C[C@@H](C1)S)COCCNC(=O)N ((2S,4S)-1-allyloxycarbonyl-4-mercapto-2-[(2-ureidoethyl)oxymethyl]pyrrolidine). The yield is 95.7%. Starting materials: C(C)(=O)S[C@H]1C[C@H](N(C1)C(=O)OCC=C)COCCNC(=O)N ((2S,4S)-4-acetylthio-1-allyloxycarbonyl-2-[(2-ureidoethyl)oxymethyl]pyrrolidine), C[O-].[Na+] (sodium methoxide), C(C)(=O)O (acetic acid). Reported procedure: To a solution of (2S,4S)-4-acetylthio-1-allyloxycarbonyl-2-[(2-ureidoethyl)oxymethyl]pyrrolidine (8.20 g) in methanol (82 ml) was added sodium methoxide (28% solution in methanol) (5.7 ml) at -10°-0° C. in a nitrogen stream and the mixture was stirred at the same condition for 1 hour. To the mixture was added glacial acetic acid (1.9 ml) at -10°-0° C. The mixture was concentrated under reduced pressure to give a residue. The residue was dissolved in ethyl acetate (100 ml). The solution was washe... The reactants are Cl.C1OC=2C=C(C(=O)NCC(CN(CC3=CC=CC=C3)C(C)(C)C)O)C=CC2O1 (1-(3,4-methylenedioxy benzamido)-3-(N-benzyl tert-butylamino)-2- propanol hydrochloride), C1OC=2C=C(C(=O)Cl)C=CC2O1 (3,4-methylenedioxy benzoyl chloride). Yields the product NCC(CN(CC1=CC=CC=C1)C(C)(C)C)O (1-amino-3-(N-benzyl tert-butylamino)-2- propanol). Yield: 80.0%. Reaction SMILES: Cl.C1OC2C=CC(C([NH:9][CH2:10][CH:11]([OH:25])[CH2:12][N:13]([C:21]([CH3:24])([CH3:23])[CH3:22])[CH2:14][C:15]3[CH:20]=[CH:19][CH:18]=[CH:17][CH:16]=3)=O)=CC=2O1.C1OC2C=CC(C(Cl)=O)=CC=2O1>>[NH2:9][CH2:10][CH:11]([OH:25])[CH2:12][N:13]([C:21]([CH3:23])([CH3:22])[CH3:24])[CH2:14][C:15]1[CH:16]=[CH:17][CH:18]=[CH:19][CH:20]=1 |f:0.1|. Reported procedure: 1-(3,4-methylenedioxy benzamido)-3-(N-benzyl tert-butylamino)-2- propanol hydrochloride, starting from 6.3 g (0.034 mole) of 3,4-methylenedioxy benzoyl chloride and 8 g (0.034 mole) of 1-amino-3-(N-benzyl tert-butylamino)-2- propanol (yield 80 %).